Dataset: the Open Reaction Database (ORD), a public repository of structured organic reaction records. Task: describe an organic reaction: reactants, conditions, products, and yield The reactants are OC1CNCCC1 (3-Hydroxypiperidine), C(C)(=O)OC(C)=O (acetic anhydride). The solvent is C(Cl)Cl (methylene chloride). Run at temperature 10 celsius. Product: C(C)(=O)N1CC(CCC1)O (1-Acetyl-3-hydroxypiperidine). RXN SMILES: [OH:1][CH:2]1[CH2:7][CH2:6][CH2:5][NH:4][CH2:3]1.[C:8](OC(=O)C)(=[O:10])[CH3:9]>C(Cl)Cl>[C:8]([N:4]1[CH2:5][CH2:6][CH2:7][CH:2]([OH:1])[CH2:3]1)(=[O:10])[CH3:9]. Reported procedure: 3-Hydroxypiperidine (0.4 mole) is dissolved in 150 ml. of methylene chloride. The solution is cooled to 10° C. and acetic anhydride (0.46 mole) is added dropwise, maintaining the temperature under 20° C. The reaction mixture is allowed to come to room temperature, and is then refluxed for 2 hours. The methylene chloride is evaporated off, and the remaining liquid is distilled under high vacuum. A thick yellow oil is collected at 122°-126° C. (0.3 mm Hg). The reactants are C=O (formaldehyde), C(C1=CC=CC=C1)(=O)Cl (benzoylchloride), ice, [C-]#N.[K+] (potassium cyanide). The solvent is O (water), O (water), O (Water). The product is C(C1=CC=CC=C1)(=O)C(C#N)O (benzoylglycolonitrile). As a reaction SMILES: [C-:1]#[N:2].[K+].[CH2:4]=[O:5].[C:6](Cl)(=[O:13])[C:7]1[CH:12]=[CH:11][CH:10]=[CH:9][CH:8]=1>O>[C:6]([CH:4]([OH:5])[C:1]#[N:2])(=[O:13])[C:7]1[CH:12]=[CH:11][CH:10]=[CH:9][CH:8]=1 |f:0.1|. Procedure: To an ice cooled solution of potassium cyanide (65 g, 1 mol) in 125 ml water, is added a mixture of formaldehyde 37% (85 ml, 1 mol) and 65 ml water, at a rate to insure that the temperature is kept below 10° C. (takes approximately 30 min). To the cooled solution is added benzoylchloride (116 ml, 1 mol) under vigourous stirring, which is continued for an additional hour. Water is added to dissolve the formed salts and the to phases are separated. The water phase is extracted repeatedly with diet... The reactants are C1(=CC=CC=C1)C1CN(CCN1)CC1=CC=C(C=C1)C1=C(C=CC(=C1)C)Cl (3-phenyl-1-(2′-chloro-5′-methyl-biphenyl-4-ylmethyl)-piperazine), CN=C=O (methylisocyanate). The solvent is ClCCl (dichloromethane). Reaction conditions: time 8 hour. Yields the product C1(=CC=CC=C1)NC(=O)N1C(CN(CC1)CC1=CC=C(C=C1)C1=C(C=CC(=C1)C)Cl)C1=CC=CC=C1 (2-Phenyl-4-(2′-chloro-5′-methyl-biphenyl-4-ylmethyl)-piperazine-1-carboxylic acid phenylamide). RXN SMILES: [C:1]1([CH:7]2[NH:12][CH2:11][CH2:10][N:9]([CH2:13][C:14]3[CH:19]=[CH:18][C:17]([C:20]4[CH:25]=[C:24]([CH3:26])[CH:23]=[CH:22][C:21]=4[Cl:27])=[CH:16][CH:15]=3)[CH2:8]2)[CH:6]=[CH:5][CH:4]=[CH:3][CH:2]=1.[CH3:28][N:29]=[C:30]=[O:31]>ClCCl>[C:28]1([NH:29][C:30]([N:12]2[CH2:11][CH2:10][N:9]([CH2:13][C:14]3[CH:19]=[CH:18][C:17]([C:20]4[CH:25]=[C:24]([CH3:26])[CH:23]=[CH:22][C:21]=4[Cl:27])=[CH:16][CH:15]=3)[CH2:8][CH:7]2[C:1]2[CH:2]=[CH:3][CH:4]=[CH:5][CH:6]=2)=[O:31])[CH:5]=[CH:6][CH:1]=[CH:2][CH:3]=1. Reported procedure: 55 mg of 3-phenyl-1-(2′-chloro-5′-methyl-biphenyl-4-ylmethyl)-piperazine were dissolved in dichloromethane, 2 equiv. methylisocyanate were added. The reaction was shaken at room temperature overnight. The reaction was concentrated in vacuo. The residue was diluted with DCM, washed with 1M aqueous sodium hydroxide solution, then dried over sodium sulfate, filtered and concentrated in vacuo. The crude residue was purified by column chromatography to afford the title compound as free base. Addition... Starting materials: C(=C)[B-](F)(F)F.[K+] (potassium vinyltrifluoroborate), BrC=1C=CC(=NC1)C (5-bromo-2-methylpyridine), C1(=CC=CC=C1)P(C1=CC=CC=C1)C1=CC=CC=C1 (triphenylphosphine), C(=O)([O-])[O-].[Cs+].[Cs+] (Cs2CO3). Run in O (Water). Conditions: temperature 77.5 celsius. Product: CC1=NC=C(C=C1)C=C (2-methyl-5-vinylpyridine). Reaction SMILES: [CH:1]([B-](F)(F)F)=[CH2:2].[K+].Br[C:9]1[CH:10]=[CH:11][C:12]([CH3:15])=[N:13][CH:14]=1.C1(P(C2C=CC=CC=2)C2C=CC=CC=2)C=CC=CC=1.C([O-])([O-])=O.[Cs+].[Cs+]>O>[CH3:15][C:12]1[CH:11]=[CH:10][C:9]([CH:1]=[CH2:2])=[CH:14][N:13]=1 |f:0.1,4.5.6|. Reported procedure: Water (10 mL) was added to a mixture of potassium vinyltrifluoroborate (6.35 g, 47.4 mmol, Aldrich), 5-bromo-2-methylpyridine (8.00 g, 46.5 mmol,), triphenylphosphine (0.732 g, 2.79 mmol) and Cs2CO3 (45.5 g, 140 mmol) in a 500 mL round-bottom flask with stir bar. The flask was evacuated and purged with nitrogen (3 cycles), and the mixture was heated under nitrogen at 75-80° C. for 19 hours, and then cooled to room temperature. The mixture was diluted with water (100 mL) and hexanes (50 mL), and ...